Dataset: the Open Reaction Database (ORD), a public repository of structured organic reaction records. Task: describe an organic reaction: reactants, conditions, products, and yield Starting materials: OC1=CC=C(C=C1)C(=O)C1=C(C=CC(=C1)OC)C1=CC2=CC=C(C=C2C=C1)OC ((4-hydroxyphenyl)[5-methoxy-2-(6-methoxynaphthalen-2-yl)phenyl]methanone), Cl.ClCCN(C(C)C)C(C)C ((2-chloroethyl)diisopropylamine hydrochloride). Yields the product C(C)(C)N(CCOC1=CC=C(C=C1)C(=O)C1=C(C=CC(=C1)OC)C1=CC2=CC=C(C=C2C=C1)OC)C(C)C ([4-(2-Diisopropylaminoethoxy)phenyl][5-methoxy-2-(6-methoxynaphthalen-2-yl)phenyl]methanone). Yield: 92.5%. As a reaction SMILES: [OH:1][C:2]1[CH:7]=[CH:6][C:5]([C:8]([C:10]2[CH:15]=[C:14]([O:16][CH3:17])[CH:13]=[CH:12][C:11]=2[C:18]2[CH:27]=[CH:26][C:25]3[C:20](=[CH:21][CH:22]=[C:23]([O:28][CH3:29])[CH:24]=3)[CH:19]=2)=[O:9])=[CH:4][CH:3]=1.Cl.Cl[CH2:32][CH2:33][N:34]([CH:38]([CH3:40])[CH3:39])[CH:35]([CH3:37])[CH3:36]>>[CH:35]([N:34]([CH:38]([CH3:40])[CH3:39])[CH2:33][CH2:32][O:1][C:2]1[CH:3]=[CH:4][C:5]([C:8]([C:10]2[CH:15]=[C:14]([O:16][CH3:17])[CH:13]=[CH:12][C:11]=2[C:18]2[CH:27]=[CH:26][C:25]3[C:20](=[CH:21][CH:22]=[C:23]([O:28][CH3:29])[CH:24]=3)[CH:19]=2)=[O:9])=[CH:6][CH:7]=1)([CH3:37])[CH3:36] |f:1.2|. Procedure details: Synthesized from (4-hydroxyphenyl)[5-methoxy-2-(6-methoxynaphthalen-2-yl)phenyl]methanone (1.3 g) and (2-chloroethyl)diisopropylamine hydrochloride (787 mg) according to an analogous synthetic method to Preparation Example 40, the title compound (1.6 g) was obtained. Reactants: Cc1[nH]c(C(=O)NC2CCN(c3cc(C(=O)O)nc(N4CCN(C)CC4)n3)CC2)c(Cl)c1Cl, Cl, CON. Yields the product CONC(=O)c1cc(N2CCC(NC(=O)c3[nH]c(C)c(Cl)c3Cl)CC2)nc(N2CCN(C)CC2)n1. As a reaction SMILES: [Cl:1][c:2]1[c:3]([C:9](=[O:10])[NH:11][CH:12]2[CH2:13][CH2:14][N:15]([c:18]3[cH:19][c:20]([C:31](=[O:32])[OH:33])[n:21][c:22]([N:24]4[CH2:25][CH2:26][N:27]([CH3:30])[CH2:28][CH2:29]4)[n:23]3)[CH2:16][CH2:17]2)[nH:4][c:5]([CH3:8])[c:6]1[Cl:7].[ClH:34].[O:35]([CH3:36])[NH2:37]>>[Cl:1][c:2]1[c:3]([C:9](=[O:10])[NH:11][CH:12]2[CH2:13][CH2:14][N:15]([c:18]3[cH:19][c:20]([C:31](=[O:33])[NH:37][O:35][CH3:36])[n:21][c:22]([N:24]4[CH2:25][CH2:26][N:27]([CH3:30])[CH2:28][CH2:29]4)[n:23]3)[CH2:16][CH2:17]2)[nH:4][c:5]([CH3:8])[c:6]1[Cl:7].